From a dataset of the Open Reaction Database (ORD), a public repository of structured organic reaction records. describe an organic reaction: reactants, conditions, products, and yield Reactants: C12C(C3CC(CC(C1)C3)C2)N2C(NC(=C2)C(C)C)=O (1-Adamantan-2-yl-4-isopropyl-1,3-dihydro-imidazol-2-one), [H-].[Na+] (sodium hydride), BrCC1CC1 (bromomethylcyclopropane), ice water, [Na+].[Cl-] (NaCl). Run in CN(C)C=O (DMF). Conditions: time 45 minute. Yields the product C12C(C3CC(CC(C1)C3)C2)N2C(N(C(=C2)C(C)C)CC2CC2)=O (1-adamantan-2-yl-3-cyclopropylmethyl-4-isopropyl-1,3-dihydro-imidazol-2-one). As a reaction SMILES: [CH:1]12[CH2:10][CH:5]3[CH2:6][CH:7]([CH2:9][CH:3]([CH2:4]3)[CH:2]1[N:11]1[CH:15]=[C:14]([CH:16]([CH3:18])[CH3:17])[NH:13][C:12]1=[O:19])[CH2:8]2.[H-].[Na+].Br[CH2:23][CH:24]1[CH2:26][CH2:25]1.[Na+].[Cl-]>CN(C=O)C>[CH:1]12[CH2:8][CH:7]3[CH2:6][CH:5]([CH2:4][CH:3]([CH2:9]3)[CH:2]1[N:11]1[CH:15]=[C:14]([CH:16]([CH3:17])[CH3:18])[N:13]([CH2:23][CH:24]3[CH2:26][CH2:25]3)[C:12]1=[O:19])[CH2:10]2 |f:1.2,4.5|. Reported procedure: 1-Adamantan-2-yl-4-isopropyl-1,3-dihydro-imidazol-2-one (obtained in example 8, 100 mg) was dissolved in dry DMF under argon and sodium hydride (55% in mineral oil) was added. The mixture was allowed to stir for 45 minutes and then bromomethylcyclopropane (0.04 ml) was added drop by drop. Stirring was continued at RT for another 4 hours. The reaction mixture was poured into ice/water, saturated with NaCl and extracted with ethyl acetate. The organic layer was washed with brine, dried over Na2SO4... The reactants are S(O)(O)(=O)=O (sulfuric acid), CC(=CCC[Mg]Br)C (4-methyl-3-pentenylmagnesium bromide), C[Si](C1=CC(=CO1)C=O)(C)C (5-trimethylsilyl-3-furaldehyde). Reagents/catalysts: ice. Run in C(C)OCC (ethyl ether), C(C)OCC (ethyl ether). Conditions: time 30 minute. The product is OC(CCC=C(C)C)C=1C=C(OC1)[Si](C)(C)C (4-(1-Hydroxy-5-methyl-4-hexenyl)-2-trimethylsilylfuran). Reaction SMILES: [CH3:1][C:2]([CH3:8])=[CH:3][CH2:4][CH2:5][Mg]Br.[CH3:9][Si:10]([CH3:19])([CH3:18])[C:11]1[O:15][CH:14]=[C:13]([CH:16]=[O:17])[CH:12]=1.S(=O)(=O)(O)O>C(OCC)C>[OH:17][CH:16]([C:13]1[CH:12]=[C:11]([Si:10]([CH3:19])([CH3:18])[CH3:9])[O:15][CH:14]=1)[CH2:5][CH2:4][CH:3]=[C:2]([CH3:8])[CH3:1]. Procedure details: To a stirred solution of 4-methyl-3-pentenylmagnesium bromide (0.74 mmol, prepared from 0.74 mmol 5-bromo-2-methyl-2-pentene and 1.46 mmol magnesium) in two ml anhydrous ethyl ether at 0° under argon was added dropwise 5-trimethylsilyl-3-furaldehyde (0.124 g., 0.74 mmol) in 1.5 ml ethyl ether. This solution was allowed to warm to room temperature, stirred for 30 minutes, and then poured over crushed ice containing several drops of concentrated sulfuric acid. The resulting mixture was partitioned... Reactants: C(C)(C)(C)OC(NC1=C(C=C(C(=C1)N(C)C)Cl)N)=O ((2-amino-4-chloro-5-dimethylamino-phenyl)-carbamic acid tert.-butyl ester), C(C)(C)(C)OC(CC(=O)C1=CC(=CC=C1)C=1N(N=CC1)C)=O (3-[3-(2-methyl-2H-pyrazol-3-yl)-phenyl]-3-oxo-propionic acid tert.-butyl ester). Yields the product C(C)(C)(C)OC(NC1=C(C=C(C(=C1)N(C)C)Cl)NC(CC(=O)C1=CC(=CC=C1)C=1N(N=CC1)C)=O)=O ((4-Chloro-5-dimethylamino-2-{3-[3-(2-methyl-2H-pyrazol-3-yl)-phenyl]-3-oxo-propionylamino}-phenyl)-carbamic acid tert.-butyl ester). RXN SMILES: [C:1]([O:5][C:6](=[O:19])[NH:7][C:8]1[CH:13]=[C:12]([N:14]([CH3:16])[CH3:15])[C:11]([Cl:17])=[CH:10][C:9]=1[NH2:18])([CH3:4])([CH3:3])[CH3:2].C([O:24][C:25](=O)[CH2:26][C:27]([C:29]1[CH:34]=[CH:33][CH:32]=[C:31]([C:35]2[N:36]([CH3:40])[N:37]=[CH:38][CH:39]=2)[CH:30]=1)=[O:28])(C)(C)C>>[C:1]([O:5][C:6](=[O:19])[NH:7][C:8]1[CH:13]=[C:12]([N:14]([CH3:16])[CH3:15])[C:11]([Cl:17])=[CH:10][C:9]=1[NH:18][C:25](=[O:24])[CH2:26][C:27]([C:29]1[CH:34]=[CH:33][CH:32]=[C:31]([C:35]2[N:36]([CH3:40])[N:37]=[CH:38][CH:39]=2)[CH:30]=1)=[O:28])([CH3:4])([CH3:2])[CH3:3]. Reported procedure: The title compound was prepared from (2-amino-4-chloro-5-dimethylamino-phenyl)-carbamic acid tert.-butyl ester (Example J1) (143 mg, 0.5 mmol) and 3-[3-(2-methyl-2H-pyrazol-3-yl)-phenyl]-3-oxo-propionic acid tert.-butyl ester (Example K7) (180 mg, 0.6 mmol) according to the general procedure M. Obtained as an amorphous yellow substance (160 mg). Starting materials: CNC(=O)NC1=CC=CC=C1 (N-Methyl-N'-phenylurea), C1(=CC=CC=C1)N=C=O (phenyl isocyanate), CN (methylamine), NC(=O)N (urea), CNC(=O)NC1=CC=CC=C1 (N-Methyl-N'-phenylurea), C(#N)CC(=O)O (cyanoacetic acid). The solvent is solvent, C(C)(=O)OC(C)=O (acetic anhydride). Conditions: temperature 80 celsius, time 2 hour. Product: NC1=CC(N(C(N1C1=CC=CC=C1)=O)C)=O (6-amino-3-methyl-1-phenyluracil). The yield is 76.0%. Reaction SMILES: [CH3:1][NH:2]C(NC1C=CC=CC=1)=O.[C:12]1([N:18]=[C:19]=[O:20])[CH:17]=[CH:16][CH:15]=[CH:14][CH:13]=1.CN.NC(N)=O.[C:27]([CH2:29][C:30]([OH:32])=O)#[N:28]>C(OC(=O)C)(=O)C>[NH2:28][C:27]1[N:18]([C:12]2[CH:17]=[CH:16][CH:15]=[CH:14][CH:13]=2)[C:19](=[O:20])[N:2]([CH3:1])[C:30](=[O:32])[CH:29]=1. Procedure details: N-Methyl-N'-phenylurea was preliminarily prepared from phenyl isocyanate and methylamine by the procedure described in Step 1. Using the urea compound as the starting material, uracil ring was formed by the procedure described in Step 2. N-Methyl-N'-phenylurea (30 g, 0.2M) and cyanoacetic acid (18.8 g, 0.22M) were dissolved in 400 ml of a solvent, acetic anhydride, and heated at 80° C. for 2 hours. The solvent acetic anhydride was distilled off under reduced pressure and 200 ml of water was adde... The reactants are C(C)(C)(C)OC(=O)N1C(=CC=C1)C=1C=CC2=C(C(OCC(N2)=O)C)C1 (tert-butyl-2-(5-methyl-2-oxo-1,2,3,5-tetrahydro-4,1-benzoxazepin-7-yl)-1H-pyrrole-1-carboxylate), ClS(=O)(=O)N=C=O (chlorosulfonyl isocyanate). Product: C(C)(C)(C)OC(=O)N1C(=CC=C1C=1C=CC2=C(C(OCC(N2)=O)C)C1)C#N (tert-Butyl-2-cyano-5-(5-methyl-2-oxo-1,2,3,5-tetrahydro-4,1-benzoxazepin-7-yl)-1H-pyrrole-1-carboxylate). Reaction SMILES: [C:1]([O:5][C:6]([N:8]1[CH:12]=[CH:11][CH:10]=[C:9]1[C:13]1[CH:14]=[CH:15][C:16]2[NH:22][C:21](=[O:23])[CH2:20][O:19][CH:18]([CH3:24])[C:17]=2[CH:25]=1)=[O:7])([CH3:4])([CH3:3])[CH3:2].ClS([N:30]=[C:31]=O)(=O)=O>>[C:1]([O:5][C:6]([N:8]1[C:9]([C:13]2[CH:14]=[CH:15][C:16]3[NH:22][C:21](=[O:23])[CH2:20][O:19][CH:18]([CH3:24])[C:17]=3[CH:25]=2)=[CH:10][CH:11]=[C:12]1[C:31]#[N:30])=[O:7])([CH3:4])([CH3:2])[CH3:3]. Procedure: tert-Butyl-2-cyano-5-(5-methyl-2-oxo-1,2,3,5-tetrahydro-4,1-benzoxazepin-7-yl)-1H-pyrrole-1-carboxylate was prepared from tert-butyl-2-(5-methyl-2-oxo-1,2,3,5-tetrahydro-4,1-benzoxazepin-7-yl)-1H-pyrrole-1-carboxylate and chlorosulfonyl isocyanate according to the cyanation procedure described in example 1. 1H-NMR (DMSO-d6) δ 10.30 (s, 1H), 7.37-7.25 (m, 3H), 7.16 (d, J=8.26 Hz, 1H), 6.46 (d, J=3.77 Hz, 1H), 4.81 (q, J=6.14 Hz, 1H), 4.47 (d, J=16.42 Hz, 1H), 4.36 (d, J=16.44 Hz, 1H), 1.51 (d, J=... Reactants: O (water), [OH-].[Na+] (NaOH), O (water), [H-].[Al+3].[Li+].[H-].[H-].[H-] (lithium aluminum hydride), C=1N=CN2C1C(=CC=C2)C(=O)OCC (ethyl imidazo[1,5-a]pyridine-8-carboxylate). The solvent is CCOC(=O)C (EtOAc), C1CCOC1 (THF). Run at time 30 minute. Yields the product C=1N=CN2C1C(=CC=C2)CO (imidazo[1,5-a]pyridine-8-methanol). Reaction SMILES: [H-].[Al+3].[Li+].[H-].[H-].[H-].[CH:7]1[N:8]=[CH:9][N:10]2[CH:15]=[CH:14][CH:13]=[C:12]([C:16](OCC)=[O:17])[C:11]=12.O.[OH-].[Na+]>C1COCC1.CCOC(C)=O>[CH:7]1[N:8]=[CH:9][N:10]2[CH:15]=[CH:14][CH:13]=[C:12]([CH2:16][OH:17])[C:11]=12 |f:0.1.2.3.4.5,8.9|. Procedure: To a cold solution of lithium aluminum hydride (1.62 g, 42.4 mmol, 4.0 eq) in THF (50 mL) was added the crude ethyl imidazo[1,5-a]pyridine-8-carboxylate (2.7 g, 14.2 mmol, 1.0 eq) and the reaction mixture was heated at reflux for 2 h. The reaction was cooled and water (1.7 mL), 15% NaOH (1.7 mL) and water (5.1 mL) were slowly added. Solution was diluted with excess EtOAc and stirred at rt for 30 min. The solution was filtered and the solid was washed with ethyl acetate. Organic layers were combi... Solvent: C(C)(=O)O (acetic acid). Procedure: By following substantially the procedure in Example 8, Step A, but substituting for (+) 6,7-dichloro-2-cyclopentyl-2,3-dihydro-2-methyl-1-oxo-1H-inden-5-yl)oxy]acetic acid an equimolar quantity of (-) [(2-butyl-6,7-dichloro-2-cyclopentyl-2,3-dihydro-1-oxo-1H-inden-5-yl)oxy]acetic acid, there is obtained (-) 2-butyl-6,7-dichloro-2-cyclopentyl-2,3-dihydro-5-hydroxy-1H-inden-1-one which is used in Step C without further purification. The reactants are C(CCC)C1(C(C2=C(C(=C(C=C2C1)OCC(=O)O)Cl)Cl)=O)C1CCCC1 ((-) [(2-butyl-6,7-dichloro-2-cyclopentyl-2,3-dihydro-1-oxo-1H-inden-5-yl)oxy]acetic acid). Reaction SMILES: [CH2:1]([C:5]1([CH:22]2[CH2:26][CH2:25][CH2:24][CH2:23]2)[CH2:13][C:12]2[C:7](=[C:8]([Cl:20])[C:9]([Cl:19])=[C:10]([O:14]CC(O)=O)[CH:11]=2)[C:6]1=[O:21])[CH2:2][CH2:3][CH3:4]>C(O)(=O)C>[CH2:1]([C:5]1([CH:22]2[CH2:26][CH2:25][CH2:24][CH2:23]2)[CH2:13][C:12]2[C:7](=[C:8]([Cl:20])[C:9]([Cl:19])=[C:10]([OH:14])[CH:11]=2)[C:6]1=[O:21])[CH2:2][CH2:3][CH3:4]. The product is C(CCC)C1(C(C2=C(C(=C(C=C2C1)O)Cl)Cl)=O)C1CCCC1 ((-) 2-butyl-6,7-dichloro-2-cyclopentyl-2,3-dihydro-5-hydroxy-1H-inden-1-one). Starting materials: C(CCC)C1=NC2=C(N1CC1=CC=C(C=C1)C=1C(=CC=CC1)C(=O)OC(C)(C)C)C=C(C=C2)NC(=O)OCC (tert.butyl 4'-[(2-n-butyl-6-ethoxycarbonylamino-benzimidazol-1-yl)-methyl]biphenyl-2-carboxylate), FC(C(=O)O)(F)F.C(Cl)Cl (trifluoroacetic acid methylene chloride). Yields the product C(CCC)C1=NC2=C(N1CC1=CC=C(C=C1)C=1C(=CC=CC1)C(=O)O)C=C(C=C2)NC(=O)OCC (4'-[(2-n-Butyl-6-ethoxycarbonylamino-benzimidazol-1-yl)-methyl]biphenyl-2-carboxylic acid). Reaction SMILES: [CH2:1]([C:5]1[N:9]([CH2:10][C:11]2[CH:16]=[CH:15][C:14]([C:17]3[C:18]([C:23]([O:25]C(C)(C)C)=[O:24])=[CH:19][CH:20]=[CH:21][CH:22]=3)=[CH:13][CH:12]=2)[C:8]2[CH:30]=[C:31]([NH:34][C:35]([O:37][CH2:38][CH3:39])=[O:36])[CH:32]=[CH:33][C:7]=2[N:6]=1)[CH2:2][CH2:3][CH3:4].FC(F)(F)C(O)=O.C(Cl)Cl>>[CH2:1]([C:5]1[N:9]([CH2:10][C:11]2[CH:12]=[CH:13][C:14]([C:17]3[C:18]([C:23]([OH:25])=[O:24])=[CH:19][CH:20]=[CH:21][CH:22]=3)=[CH:15][CH:16]=2)[C:8]2[CH:30]=[C:31]([NH:34][C:35]([O:37][CH2:38][CH3:39])=[O:36])[CH:32]=[CH:33][C:7]=2[N:6]=1)[CH2:2][CH2:3][CH3:4] |f:1.2|. Reported procedure: Prepared in analogous manner to Example 9 from tert.butyl 4'-[(2-n-butyl-6-ethoxycarbonylamino-benzimidazol-1-yl)-methyl]biphenyl-2-carboxylate and trifluoroacetic acid/methylene chloride. Reactants: CN(C(=O)C1CC(NC1C1=CC=CC=C1)C(=O)OC(C)(C)C)C (tert-butyl (2RS,4RS,5SR)-4-dimethylcarbamoyl-5-phenylpyrrolidine-2-carboxylate), CC=1C=C(C=CC1)NC(NCC(=O)O)=O (2-[3-(3-methylphenyl)ureido]acetic acid), C1(CCCCC1)N=C=NC1CCCCC1 (N,N'-dicyclohexylcarbodiimide). The product is CN(C(=O)C1CC(N(C1C1=CC=CC=C1)C(CNC(=O)NC1=CC(=CC=C1)C)=O)C(=O)OC(C)(C)C)C (tert-butyl (2RS,4RS,5SR)-4-dimethylcarbamoyl-1-{2-[3-(3-methylphenyl)ureido]acetyl}-5-phenylpyrrolidine-2-carboxylate). Reaction SMILES: [CH3:1][N:2]([CH3:23])[C:3]([CH:5]1[CH:9]([C:10]2[CH:15]=[CH:14][CH:13]=[CH:12][CH:11]=2)[NH:8][CH:7]([C:16]([O:18][C:19]([CH3:22])([CH3:21])[CH3:20])=[O:17])[CH2:6]1)=[O:4].[CH3:24][C:25]1[CH:26]=[C:27]([NH:31][C:32](=[O:38])[NH:33][CH2:34][C:35](O)=[O:36])[CH:28]=[CH:29][CH:30]=1.C1(N=C=NC2CCCCC2)CCCCC1>C(#N)C>[CH3:1][N:2]([CH3:23])[C:3]([CH:5]1[CH:9]([C:10]2[CH:15]=[CH:14][CH:13]=[CH:12][CH:11]=2)[N:8]([C:35](=[O:36])[CH2:34][NH:33][C:32]([NH:31][C:27]2[CH:28]=[CH:29][CH:30]=[C:25]([CH3:24])[CH:26]=2)=[O:38])[CH:7]([C:16]([O:18][C:19]([CH3:20])([CH3:22])[CH3:21])=[O:17])[CH2:6]1)=[O:4]. Reported procedure: A The reaction is carried out in a way analogous to that described in Example 2B but from 1.7 g of tert-butyl (2RS,4RS,5SR)-4-dimethylcarbamoyl-5-phenylpyrrolidine-2-carboxylate, 1.15 g of 2-[3-(3-methylphenyl)ureido]acetic acid and 1.15 g of N,N'-dicyclohexylcarbodiimide in 50 cm3 of acetonitrile. After treatment, there are obtained 2.2 g of tert-butyl (2RS,4RS,5SR)-4-dimethylcarbamoyl-1-{2-[3-(3-methylphenyl)ureido]acetyl}-5-phenylpyrrolidine-2-carboxylate, melting at 199° C. Run in C(C)#N (acetonitrile). Isolated yield 81.0%.